From a dataset of the Open Reaction Database (ORD), a public repository of structured organic reaction records. describe an organic reaction: reactants, conditions, products, and yield The reactants are CCCCCC (hexane), O=C1C2=C(OCC3=C1C=CC=C3)C=CC(=C2)C(C(=O)Cl)C (2-(6,11-dihydro-11-oxodibenz[b,e]oxepin-2-yl) propionyl chloride), Cl.CNO (N-methylhydroxylamine hydrochloride). Run in O1CCCC1 (tetrahydrofuran), N1=CC=CC=C1 (pyridine), C(C)(=O)OCC (ethyl acetate). Yields the product O=C1C2=C(OCC3=C1C=CC=C3)C=CC(=C2)C(C(=O)N(C)O)C (2-(6,11-Dihydro-11-oxodibenz[b,e]oxepin-2-yl)-N-hydroxy-N-methylpropanamide). Isolated yield 65.1%. Reaction SMILES: Cl.[CH3:2][NH:3][OH:4].[O:5]=[C:6]1[C:12]2[CH:13]=[CH:14][CH:15]=[CH:16][C:11]=2[CH2:10][O:9][C:8]2[CH:17]=[CH:18][C:19]([CH:21]([CH3:25])[C:22](Cl)=[O:23])=[CH:20][C:7]1=2.CCCCCC>N1C=CC=CC=1.O1CCCC1.C(OCC)(=O)C>[O:5]=[C:6]1[C:12]2[CH:13]=[CH:14][CH:15]=[CH:16][C:11]=2[CH2:10][O:9][C:8]2[CH:17]=[CH:18][C:19]([CH:21]([CH3:25])[C:22]([N:3]([OH:4])[CH3:2])=[O:23])=[CH:20][C:7]1=2 |f:0.1|. Procedure: A stirred solution of 16.6 g of N-methylhydroxylamine hydrochloride in 400 ml of dry pyridine was chilled and treated dropwise over several minutes with a solution of 15.7 g of 2-(6,11-dihydro-11-oxodibenz[b,e]oxepin-2-yl) propionyl chloride in 500 ml of tetrahydrofuran. The solution was allowed to equilibrate to room temperature with continued stirring. Thin layer analysis (silica gel, 30% hexane in ethyl acetate) indicated reaction completion after 5 hours. Pyridine and tetrahydrofuran were re... The reactants are S(O)(O)(=O)=O (sulphuric acid), O (water), solid, [OH-].[K+] (potassium hydroxide), C(=O)(OCC)C(C(C)=O)CCCCCCOC(C)C (3-carbethoxy-9-isopropoxy-2-nonanone). Solvent: CO (methanol). The product is C(C)(C)OCCCCCCCC(C)=O (9-isopropoxy-2-nonanone). Reaction SMILES: [OH-].[K+].C([CH:8]([CH2:12][CH2:13][CH2:14][CH2:15][CH2:16][CH2:17][O:18][CH:19]([CH3:21])[CH3:20])[C:9](=[O:11])[CH3:10])(OCC)=O.S(=O)(=O)(O)O.O>CO>[CH:19]([O:18][CH2:17][CH2:16][CH2:15][CH2:14][CH2:13][CH2:12][CH2:8][C:9](=[O:11])[CH3:10])([CH3:21])[CH3:20] |f:0.1|. Procedure details: 1.4 g (0.025 mol) of solid potassium hydroxide are dissolved in 30 cc of 50% aqueous methanol. 4.1 g (0.015 mol) of 3-carbethoxy-9-isopropoxy-2-nonanone are added to this solution and the mixture is heated to boiling temperature. After 1 hour at reflux the reaction mixture is cooled to 50°, neutralized with 50% sulphuric acid, cooled to room temperature after 10 minutes, and 50 cc of water added. The product is extracted from the heterogeneous mixture with ether, the ether extract is washed with... The reactants are 1-(di-1-pyrrolidinylmethylene)-1H-benzotriazolium 3-oxide hexafluorophosphate, C1(CCCC1)N1C2=C(N(C(C(C1)(F)F)=O)C)C=NC(=N2)NC2=C(C=C(C(=O)O)C=C2)OC (4-(9-cyclopentyl-7,7-difluoro-5-methyl-6-oxo-6,7,8,9-tetrahydro-5H-pyrimido[4,5-b][1,4]diazepin-2-ylamino)-3-methoxy-benzoic acid), C(C)N(C(C)C)C(C)C (ethyldiisopropyl amine), C(C)N1CCC(CC1)N (1-ethyl-piperidin-4-ylamine). The solvent is CN(C=O)C (dimethylformamide), ice water. Run at time 1 hour. The product is C1(CCCC1)N1C2=C(N(C(C(C1)(F)F)=O)C)C=NC(=N2)NC2=C(C=C(C(=O)NC1CCN(CC1)CC)C=C2)OC (4-(9-cyclopentyl-7,7-difluoro-5-methyl-6-oxo-6,7,8,9-tetrahydro-5H-pyrimido[4,5-b][1,4]diazepin-2-ylamino)-N-(1-ethyl-piperidin-4-yl)-3-methoxy-benzamide). Yield: 57.1%. As a reaction SMILES: [CH:1]1([N:6]2[CH2:12][C:11]([F:14])([F:13])[C:10](=[O:15])[N:9]([CH3:16])[C:8]3[CH:17]=[N:18][C:19]([NH:21][C:22]4[CH:30]=[CH:29][C:25]([C:26](O)=[O:27])=[CH:24][C:23]=4[O:31][CH3:32])=[N:20][C:7]2=3)[CH2:5][CH2:4][CH2:3][CH2:2]1.C(N(C(C)C)C(C)C)C.[CH2:42]([N:44]1[CH2:49][CH2:48][CH:47]([NH2:50])[CH2:46][CH2:45]1)[CH3:43]>CN(C)C=O>[CH:1]1([N:6]2[CH2:12][C:11]([F:13])([F:14])[C:10](=[O:15])[N:9]([CH3:16])[C:8]3[CH:17]=[N:18][C:19]([NH:21][C:22]4[CH:30]=[CH:29][C:25]([C:26]([NH:50][CH:47]5[CH2:48][CH2:49][N:44]([CH2:42][CH3:43])[CH2:45][CH2:46]5)=[O:27])=[CH:24][C:23]=4[O:31][CH3:32])=[N:20][C:7]2=3)[CH2:5][CH2:4][CH2:3][CH2:2]1. Procedure details: To a mixture of 0.10 g (0.22 mmole) of 4-(9-cyclopentyl-7,7-difluoro-5-methyl-6-oxo-6,7,8,9-tetrahydro-5H-pyrimido[4,5-b][1,4]diazepin-2-ylamino)-3-methoxy-benzoic acid (I-22), 0.2 mL (1.1 mmole) of ethyldiisopropyl amine and 0.034 g (0.26 mmole) of 1-ethyl-piperidin-4-ylamine in 4.0 mL of dimethylformamide was added 0.11 g (0.25 mmole) of 1-(di-1-pyrrolidinylmethylene)-1H-benzotriazolium 3-oxide hexafluorophosphate. The mixture was stirred at room temperature for 1 hour, then diluted with 10 mL... Isolated yield 97.4%. Yields the product O1CCOC2=C1C=CC(=C2)CO ((2,3-Dihydro-benzo[1,4]dioxin-6-yl)-methanol). Solvent: C(C)O (ethanol). The reactants are O1CCOC2=C1C=CC(=C2)C=O (2,3-Dihydro-benzo[1,4]dioxine-6-carbaldehyde), [BH4-].[Na+] (sodium borohydride). Reaction conditions: temperature 0 celsius, time 1 hour. Procedure details: 2,3-Dihydro-benzo[1,4]dioxine-6-carbaldehyde [RN 29668-44-8] (3.04 g, 18.54 mmol) was dissolved in ethanol (100 mL) and cooled to 0° C. To the resulting solution was added sodium borohydride (1.41 g, 37.07 mmol). The resulting slurry was stirred at room temperature for 1 hour and then quenched with water (10 mL) before being concentrated to dryness under reduced pressure. The residue was partitioned between a 5% aqueous solution of sodium hydrogen carbonate (20 mL) and dichloromethane (2×50 mL).... RXN SMILES: [O:1]1[C:6]2[CH:7]=[CH:8][C:9]([CH:11]=[O:12])=[CH:10][C:5]=2[O:4][CH2:3][CH2:2]1.[BH4-].[Na+]>C(O)C>[O:1]1[C:6]2[CH:7]=[CH:8][C:9]([CH2:11][OH:12])=[CH:10][C:5]=2[O:4][CH2:3][CH2:2]1 |f:1.2|.